This data is from the Open Reaction Database (ORD), a public repository of structured organic reaction records. The task is: describe an organic reaction: reactants, conditions, products, and yield Reaction SMILES: [C:1]([O:9][CH2:10][CH3:11])(=[O:8])[CH2:2][C:3]([O:5][CH2:6][CH3:7])=[O:4].[H-].[Li+].[H][H].Cl[CH2:17]/[CH:18]=[CH:19]\[CH2:20]Cl>CN(C)C=O.CCOCC.CCCCCC.O>[C:2]1([C:3]([O:5][CH2:6][CH3:7])=[O:4])([C:1]([O:9][CH2:10][CH3:11])=[O:8])[CH2:20][CH:19]=[CH:18][CH2:17]1 |f:1.2|. Product: C1(CC=CC1)(C(=O)OCC)C(=O)OCC (diethyl 3-cyclopentene-1,1-dicarboxylate). Procedure details: To a stirred solution of 160 g of diethyl malonate in 1.5 l of dry dimethylformamide at 0° C. under nitrogen was slowly added 30 g of lithium hydride. After the evolution of hydrogen ceased (2 hours) 143 g of cis-1,4-dichloro-2-butene was slowly added and the mixture allowed to come to room temperature. After 72 hours, the mixture was diluted with a mixture of ether and hexane (1:4) and poured into water. The organic layer was washed with water and brine before drying over magnesium sulfate. Dis... Reactants: C(CC(=O)OCC)(=O)OCC (diethyl malonate), ClC\C=C/CCl (cis-1,4-dichloro-2-butene), [H-].[Li+] (lithium hydride), [H][H] (hydrogen). Conditions: time 72 hour. Run in O (water), CN(C=O)C (dimethylformamide), CCOCC (ether), CCCCCC (hexane).